Dataset: the Open Reaction Database (ORD), a public repository of structured organic reaction records. Task: describe an organic reaction: reactants, conditions, products, and yield Reactants: FC1=C(C#N)C=CC=C1 (2-fluorobenzonitrile), N1CCSCC1 (thiomorpholine). Yields the product S1CCN(CC1)C1=C(C#N)C=CC=C1 (2-Thiomorpholinobenzonitrile). RXN SMILES: F[C:2]1[CH:9]=[CH:8][CH:7]=[CH:6][C:3]=1[C:4]#[N:5].[NH:10]1[CH2:15][CH2:14][S:13][CH2:12][CH2:11]1>>[S:13]1[CH2:14][CH2:15][N:10]([C:2]2[CH:9]=[CH:8][CH:7]=[CH:6][C:3]=2[C:4]#[N:5])[CH2:11][CH2:12]1. Procedure: According to a similar manner to that in Reference Example 12, the title compound was synthesized from 2-fluorobenzonitrile and thiomorpholine. The reactants are C1=C(C=CC2=CC=CC=C12)CNC=1C=C2CCCN(C2=CC1)C(CCC1=CC=C(C=C1)C#N)=O (6-[(naphthalin-2-ylmethyl)-amino]-1-[3-(4-cyano-phenyl)-propionyl]-1,2,3,4-tetrahydro-quinoline), ICC(=O)OCC (ethyl iodoacetate). Product: C(C)OC(=O)CN(C=1C=C2CCCN(C2=CC1)C(CCC1=CC=C(C=C1)C#N)=O)CC1=CC2=CC=CC=C2C=C1 (6-[N-ethoxycarbonylmethyl-(naphthalin-2-ylmethyl)-amino]-1-[3-(4-cyano-phenyl)-propionyl]-1,2,3,4-tetrahydro-quinoline). Reaction SMILES: [CH:1]1[C:10]2[C:5](=[CH:6][CH:7]=[CH:8][CH:9]=2)[CH:4]=[CH:3][C:2]=1[CH2:11][NH:12][C:13]1[CH:14]=[C:15]2[C:20](=[CH:21][CH:22]=1)[N:19]([C:23](=[O:34])[CH2:24][CH2:25][C:26]1[CH:31]=[CH:30][C:29]([C:32]#[N:33])=[CH:28][CH:27]=1)[CH2:18][CH2:17][CH2:16]2.I[CH2:36][C:37]([O:39][CH2:40][CH3:41])=[O:38]>>[CH2:40]([O:39][C:37]([CH2:36][N:12]([CH2:11][C:2]1[CH:3]=[CH:4][C:5]2[C:10](=[CH:9][CH:8]=[CH:7][CH:6]=2)[CH:1]=1)[C:13]1[CH:14]=[C:15]2[C:20](=[CH:21][CH:22]=1)[N:19]([C:23](=[O:34])[CH2:24][CH2:25][C:26]1[CH:31]=[CH:30][C:29]([C:32]#[N:33])=[CH:28][CH:27]=1)[CH2:18][CH2:17][CH2:16]2)=[O:38])[CH3:41]. Reported procedure: Prepared from 6-[(naphthalin-2-ylmethyl)-amino]-1-[3-(4-cyano-phenyl)-propionyl]-1,2,3,4-tetrahydro-quinoline (see Example 14(2)) and ethyl iodoacetate The reactants are C(C)OC(C(=C(C(F)(F)F)N)C)=O (3-Amino-4,4,4-trifluoro-2-methyl-but-2-enoic acid ethyl ester), CNN (methyl hydrazine). The solvent is C(O)([O-])=O.[Na+] (sodium hydrogencarbonate). Conditions: time 16 hour. Yields the product CN1N=C(C(=C1C(F)(F)F)C)O (1,4-dimethyl-5-trifluoromethyl-1H-pyrazol-3-ol). Isolated yield 37.9%. Reaction SMILES: C([O:3][C:4](=O)[C:5]([CH3:12])=[C:6](N)[C:7]([F:10])([F:9])[F:8])C.[CH3:14][NH:15][NH2:16]>C(=O)([O-])O.[Na+]>[CH3:14][N:15]1[C:6]([C:7]([F:10])([F:9])[F:8])=[C:5]([CH3:12])[C:4]([OH:3])=[N:16]1 |f:2.3|. Procedure: 3-Amino-4,4,4-trifluoro-2-methyl-but-2-enoic acid ethyl ester (25.5 g, 124 mmol) was cooled to 0° C. and methyl hydrazine (7 ml, 132 mmol) was added dropwise. The mixture was allowed to warm to room temperature and heated to 50° C. for 20 hours. The mixture was allowed to cool to room temperature and was stirred for 16 hours. The mixture was cooled to 0° C. and saturated aqueous sodium hydrogencarbonate solution (50 ml) was added. The solid was removed by filtration and washed with cold water (0... Starting materials: Clc1ccccc1, O=C(O)c1cc2ccccc2cc1O, O=S(Cl)Cl. Product: O=C(Cl)c1cc2ccccc2cc1O. Reaction SMILES: [Cl:19][c:20]1[cH:21][cH:22][cH:23][cH:24][cH:25]1.[OH:1][c:2]1[c:3]([C:12](=[O:13])[OH:14])[cH:4][c:5]2[cH:6][cH:7][cH:8][cH:9][c:10]2[cH:11]1.[S:15]([Cl:16])([Cl:17])=[O:18]>>[OH:1][c:2]1[c:3]([C:12](=[O:14])[Cl:17])[cH:4][c:5]2[cH:6][cH:7][cH:8][cH:9][c:10]2[cH:11]1. The reactants are C(=O)NC=1SC=C(N1)C(C(=O)O)=NOCCSCC=C (2-(2-Formamidothiazol-4-yl)-2-allylthioethoxyiminoacetic acid), P(=O)(Cl)(Cl)Cl (phosphoryl chloride), C([O-])([O-])=O.[Na+].[Na+] (sodium carbonate), NC1[C@@H]2N(C(=CCS2)C(=O)O)C1=O (7-amino-3-cephem-4-carboxylic acid). The solvent is CC(=O)C (acetone), O (water), O1CCCC1 (tetrahydrofuran), CN(C=O)C (N,N-dimethylformamide). Reaction conditions: time 30 minute. Yields the product C(=O)NC=1SC=C(N1)C(C(=O)NC1[C@@H]2N(C(=CCS2)C(=O)O)C1=O)=NOCCSCC=C (7-[2-(2-formamidothiazol-4-yl)-2-(2-allylthioethoxyimino)acetamido]-3-cephem-4-carboxylic acid). The yield is 68.3%. RXN SMILES: [CH:1]([NH:3][C:4]1[S:5][CH:6]=[C:7]([C:9](=[N:13][O:14][CH2:15][CH2:16][S:17][CH2:18][CH:19]=[CH2:20])[C:10]([OH:12])=O)[N:8]=1)=[O:2].P(Cl)(Cl)(Cl)=O.[NH2:26][CH:27]1[C:37](=[O:38])[N:29]2[C:30]([C:34]([OH:36])=[O:35])=[CH:31][CH2:32][S:33][C@H:28]12.C(=O)([O-])[O-].[Na+].[Na+]>CC(C)=O.O.O1CCCC1.CN(C)C=O>[CH:1]([NH:3][C:4]1[S:5][CH:6]=[C:7]([C:9](=[N:13][O:14][CH2:15][CH2:16][S:17][CH2:18][CH:19]=[CH2:20])[C:10]([NH:26][CH:27]2[C:37](=[O:38])[N:29]3[C:30]([C:34]([OH:36])=[O:35])=[CH:31][CH2:32][S:33][C@H:28]23)=[O:12])[N:8]=1)=[O:2] |f:3.4.5|. Procedure: 2-(2-Formamidothiazol-4-yl)-2-allylthioethoxyiminoacetic acid (syn isomer, 1.95 g.), N,N-dimethylformamide (0.543 g.), phosphoryl chloride (1.14 g.) and tetrahydrofuran (19 ml.) were treated in a similar manner to that of Example 1-(1) to give an activated acid solution. A suspension of 7-amino-3-cephem-4-carboxylic acid (1.24 g.) in a mixture of acetone (12.4 ml.) and water (6.2 ml.) was adjusted to pH 7 with 20% aqueous sodium carbonate. To the solution was added dropwise the activated acid so... Starting materials: [Li]CCCC, C1CCOC1, Cn1cnc(-c2ccc(Cl)cc2Cl)c1-c1ccc(Cl)cc1, CCOC(=O)Cl. Yields the product CCOC(=O)c1nc(-c2ccc(Cl)cc2Cl)c(-c2ccc(Cl)cc2)n1C. Reaction SMILES: [CH2:22]([Li:23])[CH2:24][CH2:25][CH3:26].[CH2:33]1[O:34][CH2:35][CH2:36][CH2:37]1.[Cl:1][c:2]1[c:3](-[c:9]2[n:10][cH:11][n:12]([CH3:21])[c:13]2-[c:14]2[cH:15][cH:16][c:17]([Cl:20])[cH:18][cH:19]2)[cH:4][cH:5][c:6]([Cl:8])[cH:7]1.[Cl:27][C:28](=[O:29])[O:30][CH2:31][CH3:32]>>[Cl:1][c:2]1[c:3](-[c:9]2[n:10][c:11]([C:28](=[O:29])[O:30][CH2:31][CH3:32])[n:12]([CH3:21])[c:13]2-[c:14]2[cH:15][cH:16][c:17]([Cl:20])[cH:18][cH:19]2)[cH:4][cH:5][c:6]([Cl:8])[cH:7]1. Reactants: Cn1c(=O)c(COc2ccccc2C(=O)Nc2ccccc2)nc2ccccc21, CNc1ccccc1N, CC(=O)C(=O)O, CCO, O=c1[nH]c2ccccc2nc1COc1ccccc1. The product is Cc1nc2ccccc2n(C)c1=O. Reaction SMILES: [CH3:20][n:21]1[c:22](=[O:48])[c:23]([CH2:31][O:32][c:33]2[cH:34][cH:35][cH:36][cH:37][c:38]2[C:39]([NH:40][c:41]2[cH:42][cH:43][cH:44][cH:45][cH:46]2)=[O:47])[n:24][c:25]2[cH:26][cH:27][cH:28][cH:29][c:30]12.[CH3:49][NH:50][c:51]1[cH:52][cH:53][cH:54][cH:55][c:56]1[NH2:57].[CH3:58][C:59]([C:60](=[O:61])[OH:62])=[O:63].[CH3:64][CH2:65][OH:66].[O:1]([CH2:2][c:3]1[c:4](=[O:5])[nH:6][c:7]2[c:8]([n:9]1)[cH:10][cH:11][cH:12][cH:13]2)[c:14]1[cH:15][cH:16][cH:17][cH:18][cH:19]1>>[CH3:20][n:21]1[c:22](=[O:48])[c:23]([CH3:31])[n:24][c:25]2[cH:26][cH:27][cH:28][cH:29][c:30]12. Starting materials: O=C(O)C1CC1, [Cl-], COc1ccc(C2Sc3c(ccc4ccccc34)N(CCN(C)C)C(=O)C2O)cc1, c1ccncc1. The product is COc1ccc(C2Sc3c(ccc4ccccc34)N(CCN(C)C)C(=O)C2OC(=O)C2CC2)cc1. RXN SMILES: [CH:32]1([C:35](=[O:36])[OH:37])[CH2:33][CH2:34]1.[Cl-:31].[OH:1][CH:2]1[C:3](=[O:30])[N:4]([CH2:25][CH2:26][N:27]([CH3:28])[CH3:29])[c:5]2[c:6]([c:17]3[cH:18][cH:19][cH:20][cH:21][c:22]3[cH:23][cH:24]2)[S:7][CH:8]1[c:9]1[cH:10][cH:11][c:12]([O:15][CH3:16])[cH:13][cH:14]1.[cH:38]1[cH:39][cH:40][n:41][cH:42][cH:43]1>>[O:1]([CH:2]1[C:3](=[O:30])[N:4]([CH2:25][CH2:26][N:27]([CH3:28])[CH3:29])[c:5]2[c:6]([c:17]3[cH:18][cH:19][cH:20][cH:21][c:22]3[cH:23][cH:24]2)[S:7][CH:8]1[c:9]1[cH:10][cH:11][c:12]([O:15][CH3:16])[cH:13][cH:14]1)[C:35]([CH:32]1[CH2:33][CH2:34]1)=[O:36]. Reactants: C(C=C)C1C(C=CC1(C)O)=O (2-allyl-3-hydroxy-3-methyl-4-cyclopentenone), NC1=CC=CC=C1 (aniline). The reagents and catalysts are C(C)N(CC)CC (triethylamine). Run in C1(=CC=CC=C1)C (toluene). Conditions: time 2 hour. The product is C(C=C)C=1C(CC(C1C)NC1=CC=CC=C1)=O (2-allyl-3-methyl-4-anilino-2-cyclopentenone). Yield: 96.9%. As a reaction SMILES: [CH2:1]([CH:4]1[C:8](O)([CH3:9])[CH:7]=[CH:6][C:5]1=[O:11])[CH:2]=[CH2:3].[NH2:12][C:13]1[CH:18]=[CH:17][CH:16]=[CH:15][CH:14]=1>C(N(CC)CC)C.C1(C)C=CC=CC=1>[CH2:1]([C:4]1[C:5](=[O:11])[CH2:6][CH:7]([NH:12][C:13]2[CH:18]=[CH:17][CH:16]=[CH:15][CH:14]=2)[C:8]=1[CH3:9])[CH:2]=[CH2:3]. Procedure details: Into the same flask as used in Example 1, 2-allyl-3-hydroxy-3-methyl-4-cyclopentenone (15.2 g), aniline (30 g), triethylamine (0.8 g) and toluene (45 g) were charged, and the mixture was stirred under a nitrogen stream at a temperature of 40° to 70° C. for 2 hours. After completion of the reaction, the mixture was treated and purified in the same manner as in Example 1 to obtain 2-allyl-3-methyl-4-anilino-2-cyclopentenone (22 g). Yield, 97%. nD20 1.5880.